Dataset: the Open Reaction Database (ORD), a public repository of structured organic reaction records. Task: describe an organic reaction: reactants, conditions, products, and yield Reactants: C(C)(=O)OC(C)=O (acetic anhydride), NC=1C=C2C=CC(=NC2=C(C1)C)OC (6-amino-2-methoxy-8-methylquinoline). The solvent is ClCCl (dichloromethane), ClCCl (dichloromethane), ClCCl (dichloromethane). The product is C(C)(=O)NC=1C=C2C=CC(=NC2=C(C1)C)OC (6-acetamido-2-methoxy-8-methylquinoline). RXN SMILES: [C:1](OC(=O)C)(=[O:3])[CH3:2].[NH2:8][C:9]1[CH:10]=[C:11]2[C:16](=[C:17]([CH3:19])[CH:18]=1)[N:15]=[C:14]([O:20][CH3:21])[CH:13]=[CH:12]2>ClCCl>[C:1]([NH:8][C:9]1[CH:10]=[C:11]2[C:16](=[C:17]([CH3:19])[CH:18]=1)[N:15]=[C:14]([O:20][CH3:21])[CH:13]=[CH:12]2)(=[O:3])[CH3:2]. Procedure: A solution of acetic anhydride (0.55 cm3) in dichloromethane (20 cm3) was added dropwise to a stirred solution of 6-amino-2-methoxy-8-methylquinoline (1.0 g) in dichloromethane (30 cm3) at room temperature. After 1 hour the solution was diluted with dichloromethane (50 cm3), washed with saturated sodium carbonate solution (10 cm3), and dried (MgSO4). Evaporation of the solution in vacuo afforded a solid which was recrystallised from dichloromethane/hexane to give 6-acetamido-2-methoxy-8-methylqu... Reactants: FC1=CC=C(C=C1)CC(=O)C=1SC=CC1 (2-(4-fluorophenyl)-1-(2-thienyl)ethanone), CCOCC (ether), BrBr (bromine). Solvent: C(Cl)Cl (methylene chloride). The product is BrC(C(=O)C=1SC=CC1)C1=CC=C(C=C1)F (2-bromo-2-(4-fluorophenyl)-1-(2-thienyl)ethanone). The yield is 101.9%. As a reaction SMILES: [F:1][C:2]1[CH:7]=[CH:6][C:5]([CH2:8][C:9]([C:11]2[S:12][CH:13]=[CH:14][CH:15]=2)=[O:10])=[CH:4][CH:3]=1.CCOCC.[Br:21]Br>C(Cl)Cl>[Br:21][CH:8]([C:5]1[CH:6]=[CH:7][C:2]([F:1])=[CH:3][CH:4]=1)[C:9]([C:11]1[S:12][CH:13]=[CH:14][CH:15]=1)=[O:10]. Procedure details: To a solution of 94.1 g (0.43 mole) of 2-(4-fluorophenyl)-1-(2-thienyl)ethanone in 700 ml. of ether was added dropwise a solution of 65.0 g. (0.41 mole of bromine in 140 ml. of methylene chloride at room temperature with stirring. The solvent was removed under vacuum to give 125.0 g of 2-bromo-2-(4-fluorophenyl)-1-(2-thienyl)ethanone. Reactants: CC(=O)O, [Cl-], CC1NC(=O)NN=C1c1ccc(N)cc1, O=S=O, O, O, O. Product: CC1NC(=O)NN=C1c1ccc(S(=O)(=O)Cl)cc1. RXN SMILES: [CH3:23][C:24](=[O:25])[OH:26].[Cl-:18].[NH2:1][c:2]1[cH:3][cH:4][c:5]([C:8]2=[N:13][NH:12][C:11](=[O:14])[NH:10][CH:9]2[CH3:15])[cH:6][cH:7]1.[O:20]=[S:21]=[O:22].[OH2:16].[OH2:17].[OH2:19]>>[c:2]1([S:21]([Cl:18])(=[O:20])=[O:22])[cH:3][cH:4][c:5]([C:8]2=[N:13][NH:12][C:11](=[O:14])[NH:10][CH:9]2[CH3:15])[cH:6][cH:7]1. The reactants are C1(=CC=CC=C1)CN(C[C@H](O)C=1C=CC(=C(C1)NC=O)OCC1=CC=CC=C1)CC1=CC=CC=C1 ({5-{(1R)-2-[bis(phenylmethyl)amino]-1-hydroxyethyl}-2-[(phenylmethyl)oxy]phenyl}formamide), [H][H] (hydrogen). The reagents and catalysts are [Pd] (palladium on carbon). Solvent: CCO (EtOH), CCOC(=O)C (EtOAc). Product: C1(=CC=CC=C1)CN(C[C@H](O)C=1C=CC(=C(C1)NC=O)O)CC1=CC=CC=C1 ((5-{(1R)-2-[Bis(phenylmethyl)amino]-1-hydroxyethyl}-2-hydroxyphenyl)formamide). Isolated yield 33.6%. As a reaction SMILES: [C:1]1([CH2:7][N:8]([CH2:29][C:30]2[CH:35]=[CH:34][CH:33]=[CH:32][CH:31]=2)[CH2:9][C@@H:10]([C:12]2[CH:13]=[CH:14][C:15]([O:21]CC3C=CC=CC=3)=[C:16]([NH:18][CH:19]=[O:20])[CH:17]=2)[OH:11])[CH:6]=[CH:5][CH:4]=[CH:3][CH:2]=1.[H][H]>CCOC(C)=O.CCO.[Pd]>[C:1]1([CH2:7][N:8]([CH2:29][C:30]2[CH:35]=[CH:34][CH:33]=[CH:32][CH:31]=2)[CH2:9][C@@H:10]([C:12]2[CH:13]=[CH:14][C:15]([OH:21])=[C:16]([NH:18][CH:19]=[O:20])[CH:17]=2)[OH:11])[CH:2]=[CH:3][CH:4]=[CH:5][CH:6]=1. Procedure details: A solution of {5-{(1R)-2-[bis(phenylmethyl)amino]-1-hydroxyethyl}-2-[(phenylmethyl)oxy]phenyl}formamide (1.40 g) in EtOAc (15 ml) and EtOH (15 ml) was hydrogenated over 10% palladium on carbon (140 mg). When hydrogen uptake had ceased the mixture was filtered through celite, the solvent evaporated in vacuo and the residue purified on a silica SPE bond elut cartridge (70 g) using a gradient of 0% to 5% MeOH in DCM (Gradmaster™). The appropriate fractions were evaporated in vacuo to give the title... The reactants are O1CCN(CC1)C(COC1CCN(CC1)C(=O)OC(C)(C)C)=O (Tert-butyl 4-(2-morpholino-2-oxoethoxy)piperidine-1-carboxylate), Cl (HCl), CC(C)O (propan-2-ol). Run at temperature 25 celsius, time 2 hour. Yields the product O1CCN(CC1)C(COC1CCNCC1)=O (1-morpholino-2-(piperidin-4-yloxy)ethanone). Yield: 56.1%. Reaction SMILES: [O:1]1[CH2:6][CH2:5][N:4]([C:7](=[O:23])[CH2:8][O:9][CH:10]2[CH2:15][CH2:14][N:13](C(OC(C)(C)C)=O)[CH2:12][CH2:11]2)[CH2:3][CH2:2]1.Cl.CC(O)C>>[O:1]1[CH2:6][CH2:5][N:4]([C:7](=[O:23])[CH2:8][O:9][CH:10]2[CH2:15][CH2:14][NH:13][CH2:12][CH2:11]2)[CH2:3][CH2:2]1. Procedure details: Tert-butyl 4-(2-morpholino-2-oxoethoxy)piperidine-1-carboxylate (75) (5 g, 15.23 mmol) was added to 6.0 HCl in propan-2-ol (30 mL, 180.00 mmol) and the reaction was stirred at 25° C. for 2 hours. The reaction mixture was evaporated to dryness and the crude material was purified by ion exchange chromatography, using an SCX column. The desired product was eluted from the column using 7M NH3/MeOH and fractions were evaporated to dryness to afford a yellow gum. The crude product was purified by dist...